Dataset: the Open Reaction Database (ORD), a public repository of structured organic reaction records. Task: describe an organic reaction: reactants, conditions, products, and yield Procedure details: 1.44 g of 4-allyl-5-hydroxy-2-methylbenzoxazole was dissolved in 5 ml of N,N-dimethylformamide and 5 ml of acetonitrile. Thereafter, 1.05 g of potassium carbonate and 0.55 ml of methyl iodide were successively added to the reaction solution. Approximately 16 hours later, water and ethyl acetate were added to the reaction solution, so as to separate an organic layer. The obtained organic layer was washed with a saturated sodium chloride solution and then dried over anhydrous magnesium sulfate. Af... Starting materials: O (water), C([O-])([O-])=O.[K+].[K+] (potassium carbonate), CI (methyl iodide), C(C=C)C1=C(C=CC2=C1N=C(O2)C)O (4-allyl-5-hydroxy-2-methylbenzoxazole). The product is C(C=C)C1=C(C=CC2=C1N=C(O2)C)OC (4-Allyl-5-methoxy-2-methylbenzoxazole). Isolated yield 81.6%. As a reaction SMILES: [CH2:1]([C:4]1[C:9]2[N:10]=[C:11]([CH3:13])[O:12][C:8]=2[CH:7]=[CH:6][C:5]=1[OH:14])[CH:2]=[CH2:3].[C:15](=O)([O-])[O-].[K+].[K+].CI.O>CN(C)C=O.C(#N)C.C(OCC)(=O)C>[CH2:1]([C:4]1[C:9]2[N:10]=[C:11]([CH3:13])[O:12][C:8]=2[CH:7]=[CH:6][C:5]=1[O:14][CH3:15])[CH:2]=[CH2:3] |f:1.2.3|. Run in C(C)(=O)OCC (ethyl acetate), CN(C=O)C (N,N-dimethylformamide), C(C)#N (acetonitrile).